This data is from the Open Reaction Database (ORD), a public repository of structured organic reaction records. The task is: describe an organic reaction: reactants, conditions, products, and yield Reactants: Cc1ccc(C(=O)NC2CC2)cc1-c1ccc2[nH]ncc2c1, COC(=O)CCl, [H-], N, [Na+], CN(C)C=O. Product: COC(=O)Cn1ncc2cc(-c3cc(C(=O)NC4CC4)ccc3C)ccc21. RXN SMILES: [CH:1]1([NH:4][C:5]([c:6]2[cH:7][c:8](-[c:13]3[cH:14][c:15]4[cH:16][n:17][nH:18][c:19]4[cH:20][cH:21]3)[c:9]([CH3:12])[cH:10][cH:11]2)=[O:22])[CH2:2][CH2:3]1.[Cl:25][CH2:26][C:27](=[O:28])[O:29][CH3:30].[H-:23].[NH3:31].[Na+:24].[O:32]=[CH:33][N:34]([CH3:35])[CH3:36]>>[CH:1]1([NH:4][C:5]([c:6]2[cH:7][c:8](-[c:13]3[cH:14][c:15]4[cH:16][n:17][n:18]([CH2:26][C:27](=[O:28])[O:29][CH3:30])[c:19]4[cH:20][cH:21]3)[c:9]([CH3:12])[cH:10][cH:11]2)=[O:22])[CH2:2][CH2:3]1. Starting materials: C(=O)C1=CC=C(C#N)C=C1 (4-formylbenzonitrile), C1(=CC=CC=C1)P(C1=CC=CC=C1)(C1=CC=CC=C1)=C/C=C/C=O ((triphenylphosphoranylidene)crotonaldehyde). Solvent: ClCCl (dichloromethane). Product: O=C/C=C/C=C/C1=CC=C(C#N)C=C1 (4-[(1E,3E)-5-Oxo-1,3-pentadienyl]benzonitrile). Reaction SMILES: [CH:1]([C:3]1[CH:10]=[CH:9][C:6]([C:7]#[N:8])=[CH:5][CH:4]=1)=O.C1(P(=[CH:30]/[CH:31]=[CH:32]/[CH:33]=[O:34])(C2C=CC=CC=2)C2C=CC=CC=2)C=CC=CC=1>ClCCl>[O:34]=[CH:33]/[CH:32]=[CH:31]/[CH:30]=[CH:1]/[C:3]1[CH:10]=[CH:9][C:6]([C:7]#[N:8])=[CH:5][CH:4]=1. Reported procedure: A solution of 13.1 g (99 mmol) of 4-formylbenzonitrile (commercially available) and 40 g (120 mmol) of (triphenylphosphoranylidene)crotonaldehyde [prepared as described in Tetrahedron Lett., 493 (1971)] in 200 ml of dichloromethane was stirred at ambient temperature overnight. At the end of this time, the reaction mixture was concentrated to dryness in vacuo. The resulting residue was purified by chromatography on a silica gel (250 g) column using ethyl acetate as the eluant to give a mixture of...